Dataset: the Open Reaction Database (ORD), a public repository of structured organic reaction records. Task: describe an organic reaction: reactants, conditions, products, and yield Reactants: C(C)(=O)OC1=C(C=C(C=C1OC)NC(=O)NC=1C(OC2=C(C1C1=C(C=CC=C1)C)C=C1C(=C2)CCC1)=O)OC (N-(4-acetoxy-3,5-dimethoxyphenyl)-N'-[4-(2-methylphenyl)-2-oxo-2,6,7,8-tetrahydrocyclopenta[g] [1]benzopyran-3-yl]urea), Cl (hydrochloride). Solvent: O1CCCC1 (tetrahydrofuran). Conditions: time 8 hour. The product is OC1=C(C=C(C=C1OC)NC(=O)NC=1C(OC2=C(C1C1=C(C=CC=C1)C)C=C1C(=C2)CCC1)=O)OC (N-(4-hydroxy-3,5-dimethoxyphenyl)-N'-[4-(2-methylphenyl)-2-oxo-2,6,7,8-tetrahydrocyclopenta [g] [1]benzopyran-3-yl]urea). Yield: 89.6%. Reaction SMILES: C([O:4][C:5]1[C:10]([O:11][CH3:12])=[CH:9][C:8]([NH:13][C:14]([NH:16][C:17]2[C:18](=[O:37])[O:19][C:20]3[CH:33]=[C:32]4[CH2:34][CH2:35][CH2:36][C:31]4=[CH:30][C:21]=3[C:22]=2[C:23]2[CH:28]=[CH:27][CH:26]=[CH:25][C:24]=2[CH3:29])=[O:15])=[CH:7][C:6]=1[O:38][CH3:39])(=O)C.Cl>O1CCCC1>[OH:4][C:5]1[C:6]([O:38][CH3:39])=[CH:7][C:8]([NH:13][C:14]([NH:16][C:17]2[C:18](=[O:37])[O:19][C:20]3[CH:33]=[C:32]4[CH2:34][CH2:35][CH2:36][C:31]4=[CH:30][C:21]=3[C:22]=2[C:23]2[CH:28]=[CH:27][CH:26]=[CH:25][C:24]=2[CH3:29])=[O:15])=[CH:9][C:10]=1[O:11][CH3:12]. Procedure: To a solution of N-(4-acetoxy-3,5-dimethoxyphenyl)-N'-[4-(2-methylphenyl)-2-oxo-2,6,7,8-tetrahydrocyclopenta[g] [1]benzopyran-3-yl]urea (400 mg) in tetrahydrofuran (4 ml) was added 10% methanolic hydrochloride (4 ml). The mixture was stirred at room temperature for 8 hours and the solvent was then distilled off. The residue was diluted with water and extracted with ethyl acetate. The extract was washed with water, dried (MgSO4) and distilled to remove the solvent. To the residue was added ethano... Starting materials: [N+](=[N-])=C (diazomethane), OC1=C2C(=C3N=C4C=CC=CC4=NC3=C1C(=O)OCC)C=CC=C2 (ethyl 5-hydroxybenzo[a]-phenazine-6-carboxylate). The solvent is CO (methanol). Conditions: time 8 hour. Product: COC1=C2C(=C3N=C4C=CC=CC4=NC3=C1C(=O)OCC)C=CC=C2 (ethyl 5-methoxybenzo[a]phenazine-6-carboxylate). Isolated yield 91.5%. Reaction SMILES: [N+](=[CH2:3])=[N-].[OH:4][C:5]1[C:18]([C:19]([O:21][CH2:22][CH3:23])=[O:20])=[C:17]2[C:8]([N:9]=[C:10]3[C:15](=[N:16]2)[CH:14]=[CH:13][CH:12]=[CH:11]3)=[C:7]2[CH:24]=[CH:25][CH:26]=[CH:27][C:6]=12>CO>[CH3:3][O:4][C:5]1[C:18]([C:19]([O:21][CH2:22][CH3:23])=[O:20])=[C:17]2[C:8]([N:9]=[C:10]3[C:15](=[N:16]2)[CH:14]=[CH:13][CH:12]=[CH:11]3)=[C:7]2[CH:24]=[CH:25][CH:26]=[CH:27][C:6]=12. Reported procedure: An excess amount of diazomethane ethereal solution was added to a suspension of 640 mg of ethyl 5-hydroxybenzo[a]-phenazine-6-carboxylate in 8 ml of methanol and the mixture was left to stand overnight. The solvent was evaporated off under reduced pressure and the residual powder was recrystallized from ethanol to give 626 mg (91.5% yield) of ethyl 5-methoxybenzo[a]phenazine-6-carboxylate as orange prisms, m.p. 155°-157° C., Anal. Calcd. (%) for C20H16N2O3 : C, 72.28; H, 4.85; N, 8.43; Found: C,... Starting materials: C1CCOC1, CN(C)CCN(C)C, [Li]CCCC, CC1CCCN(C)C1(C)C, COC(=O)C(F)(F)F, O=c1cc(Nc2ccccc2)n(-c2ccccc2)c2nc(Cl)c(F)cc12. Product: O=C(c1c(F)c(Cl)nc2c1c(=O)cc(Nc1ccccc1)n2-c1ccccc1)C(F)(F)F. Reaction SMILES: [CH2:58]1[O:59][CH2:60][CH2:61][CH2:62]1.[CH3:11][N:12]([CH3:13])[CH2:14][CH2:15][N:16]([CH3:17])[CH3:18].[CH3:19][CH2:20][CH2:21][CH2:22][Li:23].[CH3:1][CH:2]1[CH2:3][CH2:4][CH2:5][N:6]([CH3:7])[C:8]1([CH3:9])[CH3:10].[F:50][C:51]([C:52](=[O:53])[O:54][CH3:55])([F:56])[F:57].[NH:24]([c:25]1[cH:26][cH:27][cH:28][cH:29][cH:30]1)[c:31]1[n:32](-[c:44]2[cH:45][cH:46][cH:47][cH:48][cH:49]2)[c:33]2[n:34][c:35]([Cl:43])[c:36]([F:42])[cH:37][c:38]2[c:39](=[O:41])[cH:40]1>>[NH:24]([c:25]1[cH:26][cH:27][cH:28][cH:29][cH:30]1)[c:31]1[n:32](-[c:44]2[cH:45][cH:46][cH:47][cH:48][cH:49]2)[c:33]2[n:34][c:35]([Cl:43])[c:36]([F:42])[c:37]([C:52]([C:51]([F:50])([F:56])[F:57])=[O:53])[c:38]2[c:39](=[O:41])[cH:40]1. Starting materials: [H-].[Na+] (sodium hydride), CCCCCC (hexane), Cl (hydrochloric acid), C(CCCCCCCCCCCC)C=1C=C(NC1)C(=O)O (4-tridecylpyrrole-2-carboxylic acid). Solvent: CN(C=O)C (dimethylformamide). Yields the product C(CCCCCCCCCCCC)C=1C=C(NC1)C(=O)OCC (ethyl 4-tridecylpyrrole-2-carboxylate). Isolated yield 55.0%. Reaction SMILES: [H-].[Na+].[CH2:3]([C:16]1[CH:17]=[C:18]([C:21]([OH:23])=[O:22])[NH:19][CH:20]=1)[CH2:4][CH2:5][CH2:6][CH2:7][CH2:8][CH2:9][CH2:10][CH2:11][CH2:12][CH2:13][CH2:14][CH3:15].Cl.[CH3:25][CH2:26]CCCC>CN(C)C=O>[CH2:3]([C:16]1[CH:17]=[C:18]([C:21]([O:23][CH2:25][CH3:26])=[O:22])[NH:19][CH:20]=1)[CH2:4][CH2:5][CH2:6][CH2:7][CH2:8][CH2:9][CH2:10][CH2:11][CH2:12][CH2:13][CH2:14][CH3:15] |f:0.1|. Reported procedure: After washing 140 mg (3.50 mmol) of 60% sodium hydride with hexane, 20 ml of dimethylformamide was added thereto, and then 90 mg (3.38 mmol) of 4-tridecylpyrrole-2-carboxylic acid prepared in Example 2 was further added portionwise under stirring at room temperature. After stirring for 10 minutes, 5.0 g (31.8 mmol) of ethyl idodide was added to the reaction solution followed by heating it at 55° C. for 22 hours. After cooling, an aqueous solution of hydrochloric acid was added to acidify the mix...